From a dataset of the Open Reaction Database (ORD), a public repository of structured organic reaction records. describe an organic reaction: reactants, conditions, products, and yield The reactants are C(=O)N1CCN(CC1)CCO (1-formyl-4-(2-hydroxyethyl)piperazine), SC=1NC2=C(N1)C=CC=C2 (2-mercaptobenzimidazole), C(C)(C)N(C(C)C)CC (N,N-diisopropylethylamine), [I-].C(#N)C[P+](C)(C)C (cyanomethyltrimethylphosphonium iodide). Run in C(CC)#N (propionitrile), O (water). Product: C(=O)N1CCN(CC1)CCSC=1NC2=C(N1)C=CC=C2 (1-formyl-4-[2-(benzimidazol-2-ylthio)ethyl]piperazine). Yield: 86.1%. Reaction SMILES: [CH:1]([N:3]1[CH2:8][CH2:7][N:6]([CH2:9][CH2:10]O)[CH2:5][CH2:4]1)=[O:2].[SH:12][C:13]1[NH:14][C:15]2[CH:21]=[CH:20][CH:19]=[CH:18][C:16]=2[N:17]=1.C(N(CC)C(C)C)(C)C.[I-].C(C[P+](C)(C)C)#N>C(#N)CC.O>[CH:1]([N:3]1[CH2:8][CH2:7][N:6]([CH2:9][CH2:10][S:12][C:13]2[NH:14][C:15]3[CH:21]=[CH:20][CH:19]=[CH:18][C:16]=3[N:17]=2)[CH2:5][CH2:4]1)=[O:2] |f:3.4|. Procedure: To a solution containing 1-formyl-4-(2-hydroxyethyl)piperazine (1.90 g, 12 mmol), 2-mercaptobenzimidazole (1.50 g, 10 mmol), and N,N-diisopropylethylamine (1.80 g, 14 mmol) in propionitrile (16 mL), cyanomethyltrimethylphosphonium iodide (2.80 g, 11.5 mmol) was added under argon, and the mixture was refluxed for 2 hours. After cooling, the reaction mixture was poured into water (100 mL), and the liquid was subjected to extraction with chloroform (100 mL×3) . The organic layer was washed with sat... Reactants: Cc1ccccc1, [Na], O=C1C=CC(=O)O1, Oc1ccccc1. The product is O=C(O)C=CC(=O)Oc1ccccc1. RXN SMILES: [CH3:16][c:17]1[cH:18][cH:19][cH:20][cH:21][cH:22]1.[Na:8].[O:9]=[C:10]1[O:11][C:12](=[O:13])[CH:14]=[CH:15]1.[OH:1][c:2]1[cH:3][cH:4][cH:5][cH:6][cH:7]1>>[O:1]([c:2]1[cH:3][cH:4][cH:5][cH:6][cH:7]1)[C:12](=[O:13])[CH:14]=[CH:15][C:10](=[O:9])[OH:11]. The reactants are N1N=CN=C1 (1,2,4-triazole), [H-].[Na+] (sodium hydride), ClC1=CC=C(C(=C)CBr)C=C1 (p-chloro-α-bromomethyl styrene). The solvent is CN(C)C=O (DMF). Reaction conditions: temperature 0.5 celsius, time 1 hour. Product: ClC1=CC=C(C(=C)CN2N=CN=C2)C=C1 (p-chloro-α-1H-1,2,4-triazolylmethyl styrene). Reaction SMILES: [H-].[Na+].[NH:3]1[CH:7]=[N:6][CH:5]=[N:4]1.[Cl:8][C:9]1[CH:18]=[CH:17][C:12]([C:13]([CH2:15]Br)=[CH2:14])=[CH:11][CH:10]=1>CN(C=O)C>[Cl:8][C:9]1[CH:18]=[CH:17][C:12]([C:13]([CH2:15][N:3]2[CH:7]=[N:6][CH:5]=[N:4]2)=[CH2:14])=[CH:11][CH:10]=1 |f:0.1|. Reported procedure: To a suspension of sodium hydride/oil (28 g, 0.7 mol @ 60%) in 800 ml of DMF, add in portions 1,2,4-triazole (50 g, 0.72 mol) at -10° to 0° C. Stir at 0.5° C. for 1 hour until soultion is clear brown. Add rapidly at -5° to 5° C. p-chloro-α-bromomethyl styrene (200 g, 0.86 mol total bromide, 0.56 mol allyl @ 65%). Stir and warm to room temperature over 2 hours. Evaporate off the DMF. Add saturated NaCl and extract the product with 2×300 ml of ethyl acetate. Dry the combined extracts over MgSO4 an... Reactants: FC1=CC=C(C=C1)S(=O)(=O)N1[C@@H](CCCC1)C(=O)O ((2S)-1-[(4-fluorophenyl)sulfonyl]-2-piperidinecarboxylic acid), ON=C(C)N (N′1-hydroxyethanimidamide), CN1CCOCC1 (N-methyl morpholine), O.OC1=CC=CC=2NN=NC21 (hydroxybenzotriazole hydrate), Cl.CN(CCCN=C=NCC)C (1-(3-dimethylaminopropyl)-3-ethylcarbodiimide hydrochloride). The product is FC1=CC=C(C=C1)S(=O)(=O)N1[C@@H](CCCC1)C(=O)ON=C(C)N (N′1-[((2S)-1-[(4-fluorophenyl)sulfonyl]-2-piperidylcarbonyl)oxy]ethanimidamide). As a reaction SMILES: [F:1][C:2]1[CH:7]=[CH:6][C:5]([S:8]([N:11]2[CH2:16][CH2:15][CH2:14][CH2:13][C@H:12]2[C:17]([OH:19])=[O:18])(=[O:10])=[O:9])=[CH:4][CH:3]=1.O[N:21]=[C:22]([NH2:24])[CH3:23].CN1CCOCC1.O.OC1C2N=NNC=2C=CC=1.Cl.CN(C)CCCN=C=NCC>>[F:1][C:2]1[CH:7]=[CH:6][C:5]([S:8]([N:11]2[CH2:16][CH2:15][CH2:14][CH2:13][C@H:12]2[C:17]([O:19][N:21]=[C:22]([NH2:24])[CH3:23])=[O:18])(=[O:10])=[O:9])=[CH:4][CH:3]=1 |f:3.4,5.6|. Reported procedure: The title compound was prepared by a similar method to Preparation 39 from (2S)-1-[(4-fluorophenyl)sulfonyl]-2-piperidinecarboxylic acid [see Preparation 38], N′1-hydroxyethanimidamide [La Manna, et al, Theochem (1990), 69, 161-68], N-methyl morpholine, hydroxybenzotriazole hydrate and 1-(3-dimethylaminopropyl)-3-ethylcarbodiimide hydrochloride, to afford N′1-[((2S)-1-[(4-fluorophenyl)sulfonyl]-2-piperidylcarbonyl)oxy]ethanimidamide as a colourless gum. Starting materials: O1CCOCC1 (dioxane), ClC=1N=NC(=CC1)Cl (3,6-dichloropyridazine), Cl2Pd(PPh3)2, C(CCC)[Sn](C(=C)OCC)(CCCC)CCCC (tributyl(1ethoxyvinyl)tin), C1CC(=O)N(C1=O)Br (NBS). Solvent: C(C)(=O)OCC (ethyl acetate). Reaction conditions: temperature 100 celsius, time 1 hour. Yields the product BrCC(=O)C=1N=NC(=CC1)Cl (2-bromo-1-(6-chloropyridazin-3-yl)ethanone). RXN SMILES: [O:1]1CCO[CH2:3][CH2:2]1.[Cl:7][C:8]1[N:9]=[N:10][C:11](Cl)=[CH:12][CH:13]=1.C([Sn](CCCC)(CCCC)C(OCC)=C)CCC.C1C(=O)N([Br:40])C(=O)C1>C(OCC)(=O)C>[Br:40][CH2:3][C:2]([C:11]1[N:10]=[N:9][C:8]([Cl:7])=[CH:13][CH:12]=1)=[O:1]. Procedure details: To a stirring solution of dioxane (100 mL, degassed) was added 3,6-dichloropyridazine (5.0 g, 34 mmol), Cl2Pd(PPh3)2 (2.4 g, 3.4 mmol), and tributyl(1ethoxyvinyl)tin (18.2 g, 50 mmol). The reaction was heated to 100° C. and stirred for 1 h. The reaction was then concentrated, followed by the addition of EtOAc (100 mL) and potassium fluoride (50 mL of a saturated aqueous solution). The mixture was stirred for 30 min and then filtered through a pad of Celite. The filtrate was concentrated and then... Product: Nc1ccc(S(=O)(=O)NOC2CCCC2)cc1N. RXN SMILES: [CH3:21][CH2:22][O:23][C:24](=[O:25])[CH3:26].[CH3:27][CH2:28][OH:29].[NH2:1][c:2]1[c:3]([N+:18]([O-:19])=[O:20])[cH:4][c:5]([S:8](=[O:9])(=[O:10])[NH:11][O:12][CH:13]2[CH2:14][CH2:15][CH2:16][CH2:17]2)[cH:6][cH:7]1>>[NH2:1][c:2]1[c:3]([NH2:18])[cH:4][c:5]([S:8](=[O:9])(=[O:10])[NH:11][O:12][CH:13]2[CH2:14][CH2:15][CH2:16][CH2:17]2)[cH:6][cH:7]1. Reactants: CCOC(C)=O, CCO, Nc1ccc(S(=O)(=O)NOC2CCCC2)cc1[N+](=O)[O-].